This data is from the Open Reaction Database (ORD), a public repository of structured organic reaction records. The task is: describe an organic reaction: reactants, conditions, products, and yield Starting materials: NC1=CC(=C(C(=C1)Cl)S)Cl (4-Amino-2,6-dichloro-benzenethiol), ClC=1N=NC(=CC1C(C)C)Cl (3,6-dichloro-4-isopropyl pyridazine), C([O-])([O-])=O.[K+].[K+] (potassium carbonate), Cl (hydrochloric acid), ice water, Cl (hydrochloric acid). The solvent is CN(C=O)C (N,N-dimethylformamide). Conditions: temperature 90 celsius. The product is petroleum ether ethyl acetate, ClC=1C=C(C=C(C1SC=1N=NC(=C(C1)C(C)C)Cl)Cl)N (3,5-Dichloro-4-(6-chloro-5-isopropyl-pyridazin-3-ylsulfanyl)-phenylamine). The yield is 71.1%. As a reaction SMILES: [NH2:1][C:2]1[CH:7]=[C:6]([Cl:8])[C:5]([SH:9])=[C:4]([Cl:10])[CH:3]=1.[Cl:11][C:12]1[N:13]=[N:14][C:15](Cl)=[CH:16][C:17]=1[CH:18]([CH3:20])[CH3:19].C(=O)([O-])[O-].[K+].[K+].Cl>CN(C)C=O>[Cl:8][C:6]1[CH:7]=[C:2]([NH2:1])[CH:3]=[C:4]([Cl:10])[C:5]=1[S:9][C:15]1[N:14]=[N:13][C:12]([Cl:11])=[C:17]([CH:18]([CH3:20])[CH3:19])[CH:16]=1 |f:2.3.4|. Procedure: A solution of 4-amino-2,6-dichloro-benzenethiol (82) (1.0 g, 5.2 mmol) in N,N-dimethylformamide at 25° C. was treated with 3,6-dichloro-4-isopropyl-pyridazine (7) (990 mg, 5.2 mmol) and potassium carbonate (2.16 g, 15.6 mmol). The resulting mixture was heated to 90° C. for 18 h. At this time, the reaction was cooled to 25° C., poured onto a mixture of ice water and a 1N aqueous hydrochloric acid solution (10 mL). The resulting solution was brought to pH=7 with additional 1N aqueous hydrochloric ...